From a dataset of the Open Reaction Database (ORD), a public repository of structured organic reaction records. describe an organic reaction: reactants, conditions, products, and yield Starting materials: CCOCCCNC(=O)C(CC(C)C)Nc1cc(Cl)nc(Cl)n1, CS(C)=O, [F-], FC(F)(F)Oc1cccc(-c2c[nH]cn2)c1, [K+], [K+], [K+], O=C([O-])[O-], O. Yields the product CCOCCCNC(=O)C(CC(C)C)Nc1cc(Cl)nc(-n2cnc(-c3cccc(OC(F)(F)F)c3)c2)n1. Reaction SMILES: [CH2:1]([CH3:2])[O:3][CH2:4][CH2:5][CH2:6][NH:7][C:8]([CH:9]([CH2:10][CH:11]([CH3:12])[CH3:13])[NH:14][c:15]1[n:16][c:17]([Cl:22])[n:18][c:19]([Cl:21])[cH:20]1)=[O:23].[CH3:48][S:49]([CH3:50])=[O:51].[F-:46].[F:24][C:25]([O:26][c:27]1[cH:28][c:29](-[c:33]2[n:34][cH:35][nH:36][cH:37]2)[cH:30][cH:31][cH:32]1)([F:38])[F:39].[K+:40].[K+:41].[K+:47].[O-:42][C:43]([O-:44])=[O:45].[OH2:52]>>[CH2:1]([CH3:2])[O:3][CH2:4][CH2:5][CH2:6][NH:7][C:8]([CH:9]([CH2:10][CH:11]([CH3:12])[CH3:13])[NH:14][c:15]1[n:16][c:17](-[n:36]2[cH:35][n:34][c:33](-[c:29]3[cH:28][c:27]([O:26][C:25]([F:24])([F:38])[F:39])[cH:32][cH:31][cH:30]3)[cH:37]2)[n:18][c:19]([Cl:21])[cH:20]1)=[O:23]. Reactants: ClC1=C(C=C(C=C1)NC(CCC1=CC=C(C=C1)O)=O)C(F)(F)F (N-[4-chloro-3-(trifluoromethyl)phenyl]-3-(4-hydroxyphenyl)propanamide), S(=O)(=O)(Cl)Cl (sulfuryl chloride), S(=O)(=O)(Cl)Cl (sulfuryl chloride). The solvent is CCOC(=O)C (EtOAc), ClCCCl (DCE). Conditions: temperature 84 celsius. The product is ClC=1C=C(C=CC1O)CCC(=O)NC1=CC(=C(C=C1)Cl)C(F)(F)F (3-(3-chloro-4-hydroxyphenyl)-N-[4-chloro-3-(trifluoromethyl)phenyl]-propanamide). The yield is 44.9%. RXN SMILES: [Cl:1][C:2]1[CH:7]=[CH:6][C:5]([NH:8][C:9](=[O:19])[CH2:10][CH2:11][C:12]2[CH:17]=[CH:16][C:15]([OH:18])=[CH:14][CH:13]=2)=[CH:4][C:3]=1[C:20]([F:23])([F:22])[F:21].S(Cl)([Cl:27])(=O)=O>ClCCCl.CCOC(C)=O>[Cl:27][C:14]1[CH:13]=[C:12]([CH2:11][CH2:10][C:9]([NH:8][C:5]2[CH:6]=[CH:7][C:2]([Cl:1])=[C:3]([C:20]([F:21])([F:22])[F:23])[CH:4]=2)=[O:19])[CH:17]=[CH:16][C:15]=1[OH:18]. Procedure details: To a solution of N-[4-chloro-3-(trifluoromethyl)phenyl]-3-(4-hydroxyphenyl)propanamide (1.33 g, 3.89 mmol) in DCE was added sulfuryl chloride (4.28 mL, 4.28 mmol) slowly over 45 min. The reaction mixture was heated at 84° C. overnight and then additional sulfuryl chloride was added. After heating for 2 h, the reaction mixture was cooled to rt and diluted with EtOAc. The combined organic solutions were washed with water and brine, dried over MgSO4, filtered and concentrated. The residue was purif... Reactants: CCOC(=O)CC(=O)OCC, CC#N, ClCCCl, Cl[Sn](Cl)(Cl)Cl. Product: CCOC(=O)C(C(=O)OCC)=C(C)N. RXN SMILES: [C:1]([CH2:2][C:3](=[O:4])[O:5][CH2:6][CH3:7])(=[O:8])[O:9][CH2:10][CH3:11].[CH3:12][C:13]#[N:14].[Cl:20][CH2:21][CH2:22][Cl:23].[Sn:15]([Cl:16])([Cl:17])([Cl:18])[Cl:19]>>[C:1]([C:2]([C:3](=[O:4])[O:5][CH2:6][CH3:7])=[C:13]([CH3:12])[NH2:14])(=[O:8])[O:9][CH2:10][CH3:11]. Starting materials: NCCCCCCCCN1C(=NC=2C(=NC=3C=CC=CC3C21)N)CCCC (1-(8-aminooctyl)-2-butyl-1H-imidazo[4,5-c]quinolin-4-amine), C1(=CC=CC=C1)N=C=O (phenyl isocyanate). Yields the product NC1=NC=2C=CC=CC2C2=C1N=C(N2CCCCCCCCNC(=O)NC2=CC=CC=C2)CCCC (N-[8-(4-amino-2-butyl-1H-imidazo[4,5-c]quinolin-1-yl)octyl]-N′-phenylurea). Reaction SMILES: [NH2:1][CH2:2][CH2:3][CH2:4][CH2:5][CH2:6][CH2:7][CH2:8][CH2:9][N:10]1[C:22]2[C:21]3[CH:20]=[CH:19][CH:18]=[CH:17][C:16]=3[N:15]=[C:14]([NH2:23])[C:13]=2[N:12]=[C:11]1[CH2:24][CH2:25][CH2:26][CH3:27].[C:28]1([N:34]=[C:35]=[O:36])[CH:33]=[CH:32][CH:31]=[CH:30][CH:29]=1>>[NH2:23][C:14]1[C:13]2[N:12]=[C:11]([CH2:24][CH2:25][CH2:26][CH3:27])[N:10]([CH2:9][CH2:8][CH2:7][CH2:6][CH2:5][CH2:4][CH2:3][CH2:2][NH:1][C:35]([NH:34][C:28]3[CH:33]=[CH:32][CH:31]=[CH:30][CH:29]=3)=[O:36])[C:22]=2[C:21]2[CH:20]=[CH:19][CH:18]=[CH:17][C:16]=2[N:15]=1. Procedure: Using the general method of Example 145, 1-(8-aminooctyl)-2-butyl-1H-imidazo[4,5-c]quinolin-4-amine (1.2 g, 3.26 mmol) was reacted with phenyl isocyanate to provide 1.59 g of N-[8-(4-amino-2-butyl-1H-imidazo[4,5-c]quinolin-1-yl)octyl]-N′-phenylurea as an off white powder, m.p. 153-155° C. Analysis: Calculated for C29H38N6O.0.20 H2O: %C, 71.05; %H, 7.89; %N, 17.14; Found: %C, 70.86; %H, 7.97; %N, 16.87. 1H NMR (300 MHz, DMSO-d6) δ 8.34 (s, 1H), 8.01 (d, J=7.8 Hz, 1H), 7.61 (dd, J=8.3, 1.0 Hz, 1H)... Reactants: ClCCl, COC(=O)C(CC1CCCC1O)c1ccc(Cl)c(Cl)c1, C[N+]1([O-])CCOCC1, CCC[N+](CCC)(CCC)CCC. Product: COC(=O)C(CC1CCCC1=O)c1ccc(Cl)c(Cl)c1. Reaction SMILES: [CH2:42]([Cl:43])[Cl:44].[CH3:1][O:2][C:3]([CH:4]([CH2:5][CH:6]1[CH:7]([OH:11])[CH2:8][CH2:9][CH2:10]1)[c:12]1[cH:13][c:14]([Cl:19])[c:15]([Cl:18])[cH:16][cH:17]1)=[O:20].[CH3:21][N+:22]1([O-:28])[CH2:23][CH2:24][O:25][CH2:26][CH2:27]1.[CH3:29][CH2:30][CH2:31][N+:32]([CH2:33][CH2:34][CH3:35])([CH2:36][CH2:37][CH3:38])[CH2:39][CH2:40][CH3:41]>>[CH3:1][O:2][C:3]([CH:4]([CH2:5][CH:6]1[C:7](=[O:11])[CH2:8][CH2:9][CH2:10]1)[c:12]1[cH:13][c:14]([Cl:19])[c:15]([Cl:18])[cH:16][cH:17]1)=[O:20]. Reactants: N(=O)OC(C)(C)C (tert-butyl nitrite), NC=1SC=C(N1)CON1C(C2=CC=CC=C2C1=O)=O (2-[(2-amino-1,3-thiazol-4-yl)methoxy]-1H-isoindole-1,3(2H)-dione), [Na+].[Br-] (NaBr), CuBr. The solvent is C(C)#N (acetonitrile), O (water). Run at temperature 65 celsius, time 2 hour. Product: BrC=1SC=C(N1)CON1C(C2=CC=CC=C2C1=O)=O (2-[(2-bromo-1,3-thiazol-4-yl)methoxy]-1H-isoindole-1,3(2H)-dione). Isolated yield 29.5%. RXN SMILES: N[C:2]1[S:3][CH:4]=[C:5]([CH2:7][O:8][N:9]2[C:17](=[O:18])[C:16]3[C:11](=[CH:12][CH:13]=[CH:14][CH:15]=3)[C:10]2=[O:19])[N:6]=1.[Na+].[Br-:21].N(OC(C)(C)C)=O>C(#N)C.O>[Br:21][C:2]1[S:3][CH:4]=[C:5]([CH2:7][O:8][N:9]2[C:17](=[O:18])[C:16]3[C:11](=[CH:12][CH:13]=[CH:14][CH:15]=3)[C:10]2=[O:19])[N:6]=1 |f:1.2|. Procedure details: To a suspension of 2-[(2-amino-1,3-thiazol-4-yl)methoxy]-1H-isoindole-1,3(2H)-dione (4.13 g, 15 mmol), NaBr (3.10 g, 30 mmol) and CuBr (2.15 g, 15 mmol) in acetonitrile (150 mL) at 40° C. under nitrogen atmosphere was added tert-butyl nitrite (2.32 mL, 19.5 mmol) dropwise over 30-40 min. After the addition was complete, heating was maintained towards an internal temp of 60-70° C., and the suspension was stirred at this temperature for 2 h. After cooling down, the mixture was diluted with water, ... Starting materials: CC(C(CC#C)O)(CCC)C (5,5-dimethyl-1-octyn-4(RS)-ol), C(C)[Si](CC)(CC)Cl (triethylsilyl chloride), N1C=NC=C1 (imidazole). Solvent: CN(C=O)C (dimethylformamide). Conditions: time 1 hour. Product: C(C)[Si](CC)(CC)OC(CC#C)C(CCC)(C)C (5,5-dimethyl-1-octyn-4(RS)-ol triethylsilyl ether). As a reaction SMILES: [CH3:1][C:2]([CH3:11])([CH2:8][CH2:9][CH3:10])[CH:3]([OH:7])[CH2:4][C:5]#[CH:6].[CH2:12]([Si:14](Cl)([CH2:17][CH3:18])[CH2:15][CH3:16])[CH3:13].N1C=CN=C1>CN(C)C=O>[CH2:12]([Si:14]([O:7][CH:3]([C:2]([CH3:11])([CH3:1])[CH2:8][CH2:9][CH3:10])[CH2:4][C:5]#[CH:6])([CH2:17][CH3:18])[CH2:15][CH3:16])[CH3:13]. Procedure: A mixture containing 3 parts of 5,5-dimethyl-1-octyn-4(RS)-ol, 3.3 parts of triethylsilyl chloride, 3.4 parts of imidazole and 5 parts by volume of dimethylformamide is stirred at room temperature for about 1 hour, then is partitioned between water and ether. The ether solution is separated, washed several times with water, dried over anhydrous sodium sulfate and concentrated to dryness under reduced pressure to afford 5,5-dimethyl-1-octyn-4(RS)-ol triethylsilyl ether. Starting materials: C(Cl)Cl (CH2Cl2), ClC1=C2C(NC(=N1)C)=CC(=N2)C2=CC=CC=C2 (4-chloro-2-methyl-6-phenylpyrrolo[3,2-d]pyrimidine), CC1=C(CN)C=CC=C1 (2-methylbenzyl amine), C(=O)([O-])[O-].[K+].[K+] (K2CO3). Solvent: O (H2O), O (H2O). Run at temperature 140 celsius, time 1.5 hour. The product is CC1=C(C=CC=C1)CNC=1N=C(NC=2C1N=C(C2)C2=CC=CC=C2)C ([(2-methylphenyl)methyl](2-methyl-6-phenylpyrrolo[2,3-e]pyrimidin-4-yl)amine). Isolated yield 36.5%. RXN SMILES: Cl[C:2]1[N:7]=[C:6]([CH3:8])[NH:5][C:4]2=[CH:9][C:10]([C:12]3[CH:17]=[CH:16][CH:15]=[CH:14][CH:13]=3)=[N:11][C:3]=12.[CH3:18][C:19]1[CH:26]=[CH:25][CH:24]=[CH:23][C:20]=1[CH2:21][NH2:22].C([O-])([O-])=O.[K+].[K+].C(Cl)Cl>O>[CH3:18][C:19]1[CH:26]=[CH:25][CH:24]=[CH:23][C:20]=1[CH2:21][NH:22][C:2]1[N:7]=[C:6]([CH3:8])[NH:5][C:4]2[C:3]=1[N:11]=[C:10]([C:12]1[CH:17]=[CH:16][CH:15]=[CH:14][CH:13]=1)[CH:9]=2 |f:2.3.4|. Procedure: To a mixture of 4-chloro-2-methyl-6-phenylpyrrolo[3,2-d]pyrimidine (Example 1(e)) (85.0 mg, 0.35 mmol) and 2-methylbenzyl amine (Aldrich Chemical Company) (2.2 mL, 17.4 mmol) was added a solution of K2CO3 (0.35 g, 2.54 mmol) in H2O (2.5 mL). This mixture was stirred at 140° C. in a closed-capped Wheaton vial for 1.5 h. After cooling, CH2Cl2 (10 mL) and H2O (10 mL) were added. The organic solution was removed and the aqueous solution washed with CH2Cl2 (10 mL). The combined organic solutions were...